From a dataset of the Open Reaction Database (ORD), a public repository of structured organic reaction records. describe an organic reaction: reactants, conditions, products, and yield Starting materials: CO, CCOC(=O)c1ncc2[nH]c(=O)n(-c3cc(OCc4c(OC)ccc(F)c4F)c(OC)cc3Cl)c2n1, Cl, [Li+], C1CCOC1, [OH-], O, O. Product: COc1cc(Cl)c(-n2c(=O)[nH]c3cnc(C(=O)O)nc32)cc1OCc1c(OC)ccc(F)c1F. As a reaction SMILES: [CH3:47][OH:48].[Cl:1][c:2]1[c:3](-[n:22]2[c:23]3[n:24][c:25]([C:32](=[O:33])[O:34][CH2:35][CH3:36])[n:26][cH:27][c:28]3[nH:29][c:30]2=[O:31])[cH:4][c:5]([O:10][CH2:11][c:12]2[c:13]([F:21])[c:14]([F:20])[cH:15][cH:16][c:17]2[O:18][CH3:19])[c:6]([O:8][CH3:9])[cH:7]1.[ClH:45].[Li+:44].[O:37]1[CH2:38][CH2:39][CH2:40][CH2:41]1.[OH-:43].[OH2:42].[OH2:46]>>[Cl:1][c:2]1[c:3](-[n:22]2[c:23]3[n:24][c:25]([C:32](=[O:33])[OH:34])[n:26][cH:27][c:28]3[nH:29][c:30]2=[O:31])[cH:4][c:5]([O:10][CH2:11][c:12]2[c:13]([F:21])[c:14]([F:20])[cH:15][cH:16][c:17]2[O:18][CH3:19])[c:6]([O:8][CH3:9])[cH:7]1. The reactants are O=C([O-])[O-], CN(C)C=O, COC(=O)CBr, Cc1nc2c(Cl)ccc(O)c2c(C)c1Sc1ccc(Cl)cc1, ClCCl, [K+], [K+]. The product is COC(=O)COc1ccc(Cl)c2nc(C)c(Sc3ccc(Cl)cc3)c(C)c12. Reaction SMILES: [C:28](=[O:29])([O-:30])[O-:31].[CH3:23][N:24]([CH3:25])[CH:26]=[O:27].[CH3:34][O:35][C:36]([CH2:37][Br:38])=[O:39].[Cl:1][c:2]1[cH:3][cH:4][c:5]([OH:22])[c:6]2[c:7]([CH3:21])[c:8]([S:13][c:14]3[cH:15][cH:16][c:17]([Cl:20])[cH:18][cH:19]3)[c:9]([CH3:12])[n:10][c:11]12.[Cl:40][CH2:41][Cl:42].[K+:32].[K+:33]>>[Cl:1][c:2]1[cH:3][cH:4][c:5]([O:22][CH2:37][C:36]([O:35][CH3:34])=[O:39])[c:6]2[c:7]([CH3:21])[c:8]([S:13][c:14]3[cH:15][cH:16][c:17]([Cl:20])[cH:18][cH:19]3)[c:9]([CH3:12])[n:10][c:11]12. RXN SMILES: [CH2:18]([OH:19])[CH2:20][CH3:21].[Cl:1][c:2]1[n:3][cH:4][c:5]([N+:8](=[O:9])[O-:10])[cH:6][cH:7]1.[OH:11][CH:12]1[CH2:13][CH2:14][NH:15][CH2:16][CH2:17]1>>[c:2]1([N:15]2[CH2:14][CH2:13][CH:12]([OH:11])[CH2:17][CH2:16]2)[n:3][cH:4][c:5]([N+:8](=[O:9])[O-:10])[cH:6][cH:7]1. Starting materials: CCCO, O=[N+]([O-])c1ccc(Cl)nc1, OC1CCNCC1. Product: O=[N+]([O-])c1ccc(N2CCC(O)CC2)nc1. The reactants are O1N=C(C2=C1C=CC=C2)C(=O)O (benzo[d]isoxazole-3-carboxylic acid), Cl.CNOC (N,O-dimethylhydroxylamine hydrochloride), 1-(3-dimethylaminopropyl-3-ethylcarbodiimide) hydrochloride, N1=CC=CC=C1 (pyridine). Solvent: O1CCCC1 (tetrahydrofuran). Conditions: time 20 hour. The product is CON(C(=O)C1=NOC2=C1C=CC=C2)C (N-Methoxy-N-methylbenzo[d] isoxazole-3-carboxamide). Yield: 87.0%. RXN SMILES: [O:1]1[C:5]2[CH:6]=[CH:7][CH:8]=[CH:9][C:4]=2[C:3]([C:10]([OH:12])=O)=[N:2]1.Cl.[CH3:14][NH:15][O:16][CH3:17].N1C=CC=CC=1>O1CCCC1>[CH3:17][O:16][N:15]([CH3:14])[C:10]([C:3]1[C:4]2[CH:9]=[CH:8][CH:7]=[CH:6][C:5]=2[O:1][N:2]=1)=[O:12] |f:1.2|. Procedure: 1.0 g of benzo[d]isoxazole-3-carboxylic acid, 0.7 g of N,O-dimethylhydroxylamine hydrochloride, 2.3 g of 1-(3-dimethylaminopropyl-3-ethylcarbodiimide) hydrochloride and 1 ml of pyridine in 40 ml of tetrahydrofuran are placed in a round-bottomed flask. The mixture is stirred at ambient temperature for 20 h. The mixture is concentrated and the residue is taken up in 40 ml of ethyl acetate and 20 ml of water. The organic phase is washed with 20 ml of a 1N solution of sodium hydroxide and 20 ml of a...